From a dataset of the Open Reaction Database (ORD), a public repository of structured organic reaction records. describe an organic reaction: reactants, conditions, products, and yield Starting materials: ClCC#N (2-chloroacetonitrile), CC1=CC=C(O1)CN1C(=NC2=C1C=CC=C2)NC2CCNCC2 (1-[(5-methyl-2-furanyl)methyl]-N-(4-piperidinyl)-1H-benzimidazol-2-amine), C([O-])([O-])=O.[Na+].[Na+] (sodium carbonate), CN(C=O)C (N,N-dimethylformamide). Run in O (water). Conditions: temperature 45 celsius. Product: CC1=CC=C(O1)CN1C(=NC2=C1C=CC=C2)NC2CCN(CC2)CC#N (4-[[1-[(5-methyl-2-furanyl)methyl]-1H-benzimidazol-2-yl]amino]-1-piperidineacetonitrile). Yield: 80.4%. As a reaction SMILES: Cl[CH2:2][C:3]#[N:4].[CH3:5][C:6]1[O:10][C:9]([CH2:11][N:12]2[C:16]3[CH:17]=[CH:18][CH:19]=[CH:20][C:15]=3[N:14]=[C:13]2[NH:21][CH:22]2[CH2:27][CH2:26][NH:25][CH2:24][CH2:23]2)=[CH:8][CH:7]=1.C(=O)([O-])[O-].[Na+].[Na+].CN(C)C=O>O>[CH3:5][C:6]1[O:10][C:9]([CH2:11][N:12]2[C:16]3[CH:17]=[CH:18][CH:19]=[CH:20][C:15]=3[N:14]=[C:13]2[NH:21][CH:22]2[CH2:27][CH2:26][N:25]([CH2:2][C:3]#[N:4])[CH2:24][CH2:23]2)=[CH:8][CH:7]=1 |f:2.3.4|. Reported procedure: A mixture of 2 parts of 2-chloroacetonitrile, 8 parts of 1-[(5-methyl-2-furanyl)methyl]-N-(4-piperidinyl)-1H-benzimidazol-2-amine, 3.1 parts of sodium carbonate and 90 parts of N,N-dimethylformamide was stirred and heated overnight at 45° C. The reaction mixture was poured into water and the product was extracted with dichloromethane. The extract was dried, filtered and evaporated. The residue was crystallized from a mixture of acetonitrile and 2,2'-oxybispropane, yielding 7.3 parts (80.4%) of 4... As a reaction SMILES: [CH3:1][C:2]([CH3:20])([O:4][C:5]([N:7]1[CH2:12][CH2:11][N:10]([C:13]2[C:18]([NH2:19])=[CH:17][CH:16]=[CH:15][N:14]=2)[CH2:9][CH2:8]1)=[O:6])[CH3:3].Br[CH2:22][CH:23]=[CH2:24].C(#N)C>ClCCl.C(=O)([O-])[O-].[K+].[K+]>[CH3:3][C:2]([CH3:20])([O:4][C:5]([N:7]1[CH2:8][CH2:9][N:10]([C:13]2[C:18]([NH:19][CH2:24][CH:23]=[CH2:22])=[CH:17][CH:16]=[CH:15][N:14]=2)[CH2:11][CH2:12]1)=[O:6])[CH3:1] |f:4.5.6|. Procedure: A mixture of 1-[1,1-dimethylethoxycarbonyl]-4-[3-amino-2-pyridinyl]-piperazine (International Publication 88/08424, 2.78 g), 3-bromopropene (1.87 g), anhydrous potassium carbonate (3.3 g) and acetonitrile (100 ml) is refluxed for 36 hr. The mixture is cooled and then diluted with dichloromethane and aqueous potassium carbonate solution. The phases are separated and the organic phase is washed with saline and than concentrated in vacuo. Purification by flash column chromatography (2% methanol/chl... Run in ClCCl (dichloromethane), C([O-])([O-])=O.[K+].[K+] (potassium carbonate), C([O-])([O-])=O.[K+].[K+] (potassium carbonate). Reactants: CC(C)(OC(=O)N1CCN(CC1)C1=NC=CC=C1N)C (1-[1,1-dimethylethoxycarbonyl]-4-[3-amino-2-pyridinyl]-piperazine), BrCC=C (3-bromopropene), C(C)#N (acetonitrile). Product: CC(C)(OC(=O)N1CCN(CC1)C1=NC=CC=C1NCC=C)C (1-[1,1-Dimethylethoxycarbonyl]-4-[3-(2-propenylamino)-2-pyridinyl]piperazine). Run at temperature 0 celsius, time 30 minute. Product: C(=O)(OCC1=CC=CC=C1)N1CCC(C=C1CC=C)=O (N-Cbz-6-allyl-2,3-dihydro-1H-pyridin-4-one). Procedure: To a solution of 4-methoxypyridine (50 mL, 0.492 mol) in toluene (1 L) is added benzyl chloroformate (70.3 mL, 0.492 mol) at 0° C. The resulting mixture is stirred at 0° C. for 30 minutes then cooled to −75° C. and allyl magnesium chloride (295.5 mL, 0.591 mol) is added. The solution is held at −75° C. for 4 hours and allowed to warm to 0° C. at which point a solution of 20% HCl is added to quench the reaction. The organic layer is isolated and purified over silica gel to yield the desired produ... The reactants are COC1=CC=NC=C1 (4-methoxypyridine), ClC(=O)OCC1=CC=CC=C1 (benzyl chloroformate), Cl (HCl), C(C=C)[Mg]Cl (allyl magnesium chloride). As a reaction SMILES: C[O:2][C:3]1[CH:8]=[CH:7][N:6]=[CH:5][CH:4]=1.Cl[C:10]([O:12][CH2:13][C:14]1[CH:19]=[CH:18][CH:17]=[CH:16][CH:15]=1)=[O:11].[CH2:20]([Mg]Cl)[CH:21]=[CH2:22].Cl>C1(C)C=CC=CC=1>[C:10]([N:6]1[C:7]([CH2:22][CH:21]=[CH2:20])=[CH:8][C:3](=[O:2])[CH2:4][CH2:5]1)([O:12][CH2:13][C:14]1[CH:19]=[CH:18][CH:17]=[CH:16][CH:15]=1)=[O:11]. The solvent is C1(=CC=CC=C1)C (toluene). Reactants: ester, CN1CCOCC1 (N-methylmorpholine), ClC1=NN(NC(=C1)OC)OC (4-chloro-2,6-dimethoxytriazine), NC=1NC(C2=C(N1)NC=C2CCC2=CC=C(C(=O)O)C=C2)=O (4-[2-(2-amino-4,7-dihydro-4-oxo-3H-pyrrolo[2,3-d]pyrimidin-5-yl)ethyl]benzoic acid), CN1CCOCC1 (N-methylmorpholine), Cl.COC([C@@H](N)CCC(=O)OC)=O (L-glutamic acid dimethyl ester hydrochloride). Run in CN(C=O)C (dimethylformamide). Conditions: time 30 minute. Product: COC([C@@H](NC(C1=CC=C(C=C1)CCC1=CNC=2N=C(NC(C21)=O)N)=O)CCC(=O)OC)=O (N-[4-[2-[2-Amino-4,7-dihydro-4-oxo-3H-pyrrolo[2,3-d]pyrimidin-5 -yl]ethyl]benzoyl]glutamic acid dimethyl ester). Isolated yield 42.3%. Reaction SMILES: [NH2:1][C:2]1[NH:3][C:4](=[O:22])[C:5]2[C:10]([CH2:11][CH2:12][C:13]3[CH:21]=[CH:20][C:16]([C:17]([OH:19])=O)=[CH:15][CH:14]=3)=[CH:9][NH:8][C:6]=2[N:7]=1.CN1CCOCC1.ClC1C=C(OC)NN(OC)N=1.Cl.[CH3:42][O:43][C:44](=[O:53])[C@H:45]([CH2:47][CH2:48][C:49]([O:51][CH3:52])=[O:50])[NH2:46]>CN(C)C=O>[CH3:42][O:43][C:44](=[O:53])[C@H:45]([CH2:47][CH2:48][C:49]([O:51][CH3:52])=[O:50])[NH:46][C:17](=[O:19])[C:16]1[CH:20]=[CH:21][C:13]([CH2:12][CH2:11][C:10]2[C:5]3[C:4](=[O:22])[NH:3][C:2]([NH2:1])=[N:7][C:6]=3[NH:8][CH:9]=2)=[CH:14][CH:15]=1 |f:3.4|. Procedure details: To 2.00 g (6.74 mmol) of 4-[2-(2-amino-4,7-dihydro-4-oxo-3H-pyrrolo[2,3-d]pyrimidin-5-yl)ethyl]benzoic acid, prepared in Preparation 4, in 23 ml dimethylformamide under nitrogen was added 1.40 g (13.8 mmol) of N-methylmorpholine and 1.17 g (6.70 mmol) of 4-chloro-2,6-dimethoxytriazine. The formation of the active ester was monitored by the HPLC analysis of aliquots. After 40 minutes at room temperature 0.70 g (6.9 mmol) of N-methylmorpholine was added followed by 1.56 g (7.37 mmol) L-glutamic ac... Reactants: resultant solution, C(C)(C)(C)OC(=O)N[C@@](CO)(CCCC1=C(C=C(C=C1)OC1=CC(=CC=C1)C(F)(F)F)Cl)C ((R)-2-t-butoxycarbonylamino-5-[2-chloro-4-(3-trifluoromethylphenoxy)phenyl]-2-methylpentan-1-ol), C(Br)(Br)(Br)Br (carbon tetrabromide), P(OC)(OC)OC (trimethyl phosphite), C(CC(O)(C(=O)O)CC(=O)O)(=O)O (citric acid). Solvent: N1=CC=CC=C1 (pyridine). The product is C(C)(C)(C)OC(=O)N[C@@](COP(=O)(OC)OC)(CCCC1=C(C=C(C=C1)OC1=CC(=CC=C1)C(F)(F)F)Cl)C ((R)-2-t-butoxycarbonylamino-5-[2-chloro-4-(3-trifluoromethylphenoxy)phenyl]-1-dimethoxyphosphoryloxy-2-methylpentane). Reaction SMILES: [C:1]([O:5][C:6]([NH:8][C@:9]([CH3:33])([CH2:12][CH2:13][CH2:14][C:15]1[CH:20]=[CH:19][C:18]([O:21][C:22]2[CH:27]=[CH:26][CH:25]=[C:24]([C:28]([F:31])([F:30])[F:29])[CH:23]=2)=[CH:17][C:16]=1[Cl:32])[CH2:10][OH:11])=[O:7])([CH3:4])([CH3:3])[CH3:2].C(Br)(Br)(Br)Br.[P:39]([O:44]C)([O:42][CH3:43])[O:40][CH3:41].C(O)(=O)CC(CC(O)=O)(C(O)=O)O>N1C=CC=CC=1>[C:1]([O:5][C:6]([NH:8][C@:9]([CH3:33])([CH2:12][CH2:13][CH2:14][C:15]1[CH:20]=[CH:19][C:18]([O:21][C:22]2[CH:27]=[CH:26][CH:25]=[C:24]([C:28]([F:29])([F:30])[F:31])[CH:23]=2)=[CH:17][C:16]=1[Cl:32])[CH2:10][O:11][P:39]([O:42][CH3:43])([O:40][CH3:41])=[O:44])=[O:7])([CH3:4])([CH3:2])[CH3:3]. Procedure: To a solution of the compound of Example 16 (456 mg) in pyridine (5 mL) was added under ice cooling carbon tetrabromide (620 mg) and trimethyl phosphite (219 μL), and the resultant solution was then stirred at 0° C. for 1 hour. To the reaction solution was added 10% aqueous citric acid, extracted with ethyl acetate, washed with water and saturated brine in that order, and then dried over anhydrous sodium sulfate. The solvent was evaporated, and the resultant residue was purified by silica gel co... The reactants are N1=C(C=CC=C1)[C@H]1C[C@@H](CC1)N1C(C=2C(C1=O)=CC=CC2)=O ((1R,3R)-N-[3-(2-pyridyl)cyclopentyl]phthalimide). Solvent: CCO (EtOH). Yields the product N1=C(C=CC=C1)[C@H]1C[C@@H](CC1)N ((1R,3R)-3-(2-pyridyl)cyclopentylamine). Yield: 69.8%. As a reaction SMILES: [N:1]1[CH:6]=[CH:5][CH:4]=[CH:3][C:2]=1[C@@H:7]1[CH2:11][CH2:10][C@@H:9]([N:12]2C(=O)C3=CC=CC=C3C2=O)[CH2:8]1>CCO>[N:1]1[CH:6]=[CH:5][CH:4]=[CH:3][C:2]=1[C@@H:7]1[CH2:11][CH2:10][C@@H:9]([NH2:12])[CH2:8]1. Procedure details: A mixture of (1R,3R)-N-[3-(2-pyridyl)cyclopentyl]phthalimide (4.17 g, 14.3 mmol), and hydrazinemonohydorate (2.0 mL, 41.2 mmol) in EtOH (100 mL) was stirred at reflux for 4 h. After cooling, the reaction mixture was filtered followed by the removal of solvent. The residue was suspended in EtOAc and stirred at reflux for 1 h. After cooling, the precipitate was filtered followed by the removal of solvent to yield (1R,3R)-3-(2-pyridyl)cyclopentylamine (1.62 g, 70%) as yellow oil. Starting materials: [Li]CCCC, CCCCCC, COc1ccc(Br)cc1OC1CCCC1, [Cl-], O=CCc1c(Cl)cccc1Cl, [NH4+], C1CCOC1. Product: COc1ccc(C(O)Cc2c(Cl)cccc2Cl)cc1OC1CCCC1. As a reaction SMILES: [CH2:1]([Li:2])[CH2:3][CH2:4][CH3:5].[CH3:34][CH2:35][CH2:36][CH2:37][CH2:38][CH3:39].[CH:6]1([O:11][c:12]2[cH:13][c:14]([Br:20])[cH:15][cH:16][c:17]2[O:18][CH3:19])[CH2:7][CH2:8][CH2:9][CH2:10]1.[Cl-:32].[Cl:21][c:22]1[c:23]([CH2:29][CH:30]=[O:31])[c:24]([Cl:28])[cH:25][cH:26][cH:27]1.[NH4+:33].[O:40]1[CH2:41][CH2:42][CH2:43][CH2:44]1>>[CH:6]1([O:11][c:12]2[cH:13][c:14]([CH:30]([CH2:29][c:23]3[c:22]([Cl:21])[cH:27][cH:26][cH:25][c:24]3[Cl:28])[OH:31])[cH:15][cH:16][c:17]2[O:18][CH3:19])[CH2:7][CH2:8][CH2:9][CH2:10]1.